From a dataset of the Open Reaction Database (ORD), a public repository of structured organic reaction records. describe an organic reaction: reactants, conditions, products, and yield Reactants: C(C)(=O)N1CCC=2C=C3C(=CC12)C1(CCN(CC1)C)CS3 (5-Acetyl-1'-methyl-2,3,6,7-tetrahydrospiro[thiopheno[2,3-f]indole-3,4'-piperidine]), C([O-])([O-])=O.[K+].[K+] (potassium carbonate). The solvent is O (water), C(C)O (ethanol), Cl (HCl). Conditions: time 3 hour. Product: CN1CCC2(CC1)CSC1=CC=3CCNC3C=C12 (1'-Methyl-2,3,6,7-tetrahydrospiro[thiopheno[2,3-f]indole-3,4'-piperidine]). As a reaction SMILES: C([N:4]1[C:12]2[CH:11]=[C:10]3[C:13]4([CH2:20][S:21][C:9]3=[CH:8][C:7]=2[CH2:6][CH2:5]1)[CH2:18][CH2:17][N:16]([CH3:19])[CH2:15][CH2:14]4)(=O)C.C(=O)([O-])[O-].[K+].[K+]>C(O)C.Cl.O>[CH3:19][N:16]1[CH2:15][CH2:14][C:13]2([C:10]3[C:9](=[CH:8][C:7]4[CH2:6][CH2:5][NH:4][C:12]=4[CH:11]=3)[S:21][CH2:20]2)[CH2:18][CH2:17]1 |f:1.2.3|. Reported procedure: 5-Acetyl-1'-methyl-2,3,6,7-tetrahydrospiro[thiopheno[2,3-f]indole-3,4'-piperidine] (D52) (0.047 g, 0.156 mmol) was dissolved in a mixture of ethanol (2 ml) and 5M HCl (4 ml) and was heated to reflux with stirring under argon. After 3 h, the reaction mixture was allowed to cool, was diluted with water (10 ml) and was basified using solid potassium carbonate. The resulting suspension (pH 9 ) was then extracted with dichloromethane (3×10 ml) and the combined extracts were dried (Na2SO4) and evapora... Starting materials: CC(C)(C)[Si](C)(C)Cl, CN(C)C=O, O=C(Cc1ccc(O)cc1)OCc1ccccc1, c1c[nH]cn1. Yields the product CC(C)(C)[Si](C)(C)Oc1ccc(CC(=O)OCc2ccccc2)cc1. As a reaction SMILES: [C:1]([CH3:2])([CH3:3])([CH3:4])[Si:5]([CH3:6])([CH3:7])[Cl:8].[CH3:32][N:33]([CH3:34])[CH:35]=[O:36].[OH:9][c:10]1[cH:11][cH:12][c:13]([CH2:16][C:17](=[O:18])[O:19][CH2:20][c:21]2[cH:22][cH:23][cH:24][cH:25][cH:26]2)[cH:14][cH:15]1.[nH:27]1[cH:28][cH:29][n:30][cH:31]1>>[C:1]([CH3:2])([CH3:3])([CH3:4])[Si:5]([CH3:6])([CH3:7])[O:9][c:10]1[cH:11][cH:12][c:13]([CH2:16][C:17](=[O:18])[O:19][CH2:20][c:21]2[cH:22][cH:23][cH:24][cH:25][cH:26]2)[cH:14][cH:15]1. Procedure: A mixture of the product of step (i) (5 g) and potassium carbonate (13.14 g) in dimethylformamide (100 ml) was treated with 1,2-dibromoethane (8.2 ml) and stirred overnight at room temperature. The mixture was partitioned between ethyl acetate and water. The organic phase was dried (MgSO4) and evaporated. Purified by chromatography eluting with 20% ethyl acetate in isohexane. Yield 4.6 g. The reactants are OC1=C(C=C(C=C1)C(=O)OC)C(=O)OC (4-Hydroxy-1,3-benzenedioic acid, dimethyl ester), C([O-])([O-])=O.[K+].[K+] (potassium carbonate), BrCCBr (1,2-dibromoethane). The product is BrCCOC1=C(C=C(C=C1)C(=O)OC)C(=O)OC (4-[2-Bromoethoxy]-1,3-benzenedioic acid, dimethyl ester). Run at time 8 hour. Solvent: CN(C=O)C (dimethylformamide). As a reaction SMILES: [OH:1][C:2]1[CH:7]=[CH:6][C:5]([C:8]([O:10][CH3:11])=[O:9])=[CH:4][C:3]=1[C:12]([O:14][CH3:15])=[O:13].C(=O)([O-])[O-].[K+].[K+].[Br:22][CH2:23][CH2:24]Br>CN(C)C=O>[Br:22][CH2:23][CH2:24][O:1][C:2]1[CH:7]=[CH:6][C:5]([C:8]([O:10][CH3:11])=[O:9])=[CH:4][C:3]=1[C:12]([O:14][CH3:15])=[O:13] |f:1.2.3|. Reaction conditions: temperature 90 celsius, time 2 hour. Procedure: Dissolve 30.0 g. (0.176 moles) of N-(4,5-dimethyl-2-thiazolyl) acetamide in 375 ml. of dimethylformamide under nitrogen followed by 7.7 g. of 50% sodium hydride in 2 portions at room temperature. When gas evolution ceases, 27.5 g. (0.191 moles) of dimethylaminoethylchloride hydrochloride is added along with 8.35 g. of 50% sodium hydride. The mixture is stirred at 60°-70° C. for 1/2 hour, 90° C. for 2 hours, cooled to room temperature, and concentrated in vacuo. The residue is taken up in 200 ml.... Reactants: CC=1N=C(SC1C)NC(C)=O (N-(4,5-dimethyl-2-thiazolyl) acetamide), [H-].[Na+] (sodium hydride), [H-].[Na+] (sodium hydride), Cl.CN(C)CCCl (dimethylaminoethylchloride hydrochloride). Reaction SMILES: [CH3:1][C:2]1[N:3]=[C:4]([NH:8][C:9](=O)[CH3:10])[S:5][C:6]=1[CH3:7].[H-].[Na+].Cl.[CH3:15][N:16](CCCl)[CH3:17]>CN(C)C=O>[CH3:15][N:16]([CH3:17])[CH2:10][CH2:9][NH:8][C:4]1[S:5][C:6]([CH3:7])=[C:2]([CH3:1])[N:3]=1 |f:1.2,3.4|. Solvent: CN(C=O)C (dimethylformamide). Product: CN(CCNC=1SC(=C(N1)C)C)C (N,N-Dimethyl-N'-(4,5-dimethyl-2-thiazolyl)-1,2-ethane diamine).